Dataset: the Open Reaction Database (ORD), a public repository of structured organic reaction records. Task: describe an organic reaction: reactants, conditions, products, and yield The reactants are C(C(C)C)(=O)N (isobutyramide), CN(C)C(OC)OC (DMF-DMA). The product is CN(\C=C\C(C(=O)N)C)C ([1-Dimethylamino-meth-(E)-ylidene]-isobutyramide). RXN SMILES: [C:1]([NH2:6])(=[O:5])[CH:2]([CH3:4])[CH3:3].[CH3:7][N:8]([CH:10](OC)OC)[CH3:9]>>[CH3:7][N:8]([CH3:10])/[CH:9]=[CH:3]/[CH:2]([CH3:4])[C:1]([NH2:6])=[O:5]. Procedure: Following the procedure for 449, Step 3, isobutyramide was reacted with DMF-DMA to afford the title compound as a yellow oil. 1H NMR (CDCl3): 8.39 (1H, s), 3.10 (3H, m), 3.07 (3H, d, J=0.67 Hz), 2.68-2.56 (1H, m), 1.17 (3H, s), 1.18-1.11 (3H, s). Reactants: O (water), C(C)(=O)C=1C2=C(OC1C)C(=CC=C2)[N+](=O)[O-] (3-acetyl-2-methyl-7-nitrobenzo[b]furan), Cl.NO (hydroxylamine hydrochloride), C([O-])(O)=O.[Na+] (sodium bicarbonate). The solvent is C(C)O (ethanol). Yields the product ON=C(C)C=1C2=C(OC1C)C(=CC=C2)[N+](=O)[O-] (3-(1-hydroxyiminoethyl)-2-methyl-7-nitrobenzo[b]furan). The yield is 72.5%. As a reaction SMILES: [C:1]([C:4]1[C:5]2[CH:13]=[CH:12][CH:11]=[C:10]([N+:14]([O-:16])=[O:15])[C:6]=2[O:7][C:8]=1[CH3:9])(=O)[CH3:2].Cl.[NH2:18][OH:19].C(=O)(O)[O-].[Na+].O>C(O)C>[OH:19][N:18]=[C:1]([C:4]1[C:5]2[CH:13]=[CH:12][CH:11]=[C:10]([N+:14]([O-:16])=[O:15])[C:6]=2[O:7][C:8]=1[CH3:9])[CH3:2] |f:1.2,3.4|. Reported procedure: A mixture of 3-acetyl-2-methyl-7-nitrobenzo[b]furan (413 mg), hydroxylamine hydrochloride (393 mg) and sodium bicarbonate (792 mg) in ethanol (10 ml) was refluxed for 30 minutes. The reaction mixture was cooled and water was added to the solution. The separated solid was collected, washed with water and dried to give 3-(1-hydroxyiminoethyl)-2-methyl-7-nitrobenzo[b]furan (320 mg). Starting materials: C1(=CC=CC=C1)C1OC2=CC=C(C=C2C(C1)O)O (2-phenylchroman-4,6-diol), FC1=CC=C(C=C1)C1OC2=CC=C(C=C2C(C1)=O)O (2-(4-fluorophenyl)-6-hydroxychroman-4-one). Yields the product FC1=CC=C(C=C1)C1OC2=CC=C(C=C2C(C1)O)O (2-(4-Fluorophenyl)chroman-4,6-diol). RXN SMILES: C1(C2CC(O)C3C(=CC=C(O)C=3)O2)C=CC=CC=1.[F:19][C:20]1[CH:25]=[CH:24][C:23]([CH:26]2[CH2:35][C:34](=[O:36])[C:33]3[C:28](=[CH:29][CH:30]=[C:31]([OH:37])[CH:32]=3)[O:27]2)=[CH:22][CH:21]=1>>[F:19][C:20]1[CH:25]=[CH:24][C:23]([CH:26]2[CH2:35][CH:34]([OH:36])[C:33]3[C:28](=[CH:29][CH:30]=[C:31]([OH:37])[CH:32]=3)[O:27]2)=[CH:22][CH:21]=1. Procedure: 2-(4-Fluorophenyl)chroman-4,6-diol was prepared as described for 2-phenylchroman-4,6-diol in Example 8(a) starting from 1,5 g of 2-(4-fluorophenyl)-6-hydroxychroman-4-one. 1H NMR (400 MHz, d6-DMSO) δ: 8.84 (s, 1H), 7.48 (m, 2H), 7.21 (m, 2H), 6.89 (d, 1H, J 2.7 Hz), 6.59 (d, 1H, J 8.7 Hz), 6.54 (dd, 1H, J 8.7, 2.7 Hz), 5.42 (bs, 1H), 5.12 (d, 1H, J 10.7 Hz), 4.87 (m, 1H), 2.25 (m, 1H), 1.89 (m, 1H). Reactants: C[S+](C)C, Clc1ccc(C2CO2)cc1, [I-], [Na]. Product: O=Cc1ccc(Cl)cc1. Reaction SMILES: [CH3:3][S+:4]([CH3:5])[CH3:6].[Cl:7][c:8]1[cH:9][cH:10][c:11]([CH:12]2[CH2:13][O:14]2)[cH:15][cH:16]1.[I-:2].[Na:1]>>[Cl:7][c:8]1[cH:9][cH:10][c:11]([CH:12]=[O:14])[cH:15][cH:16]1. Starting materials: C(CCCCCCC\C=C/CCCCCCCC)(=O)O (oleic acid), C(CCCCCCC(C)C)O (isodecyl alcohol), CCCCOCCOCCO (butyl carbitol), C(COCCOCCO)O (triethylene glycol), O.O.O.O.O.O.O.O.[OH-].[Sr+2].[OH-] (strontium hydroxide octahydrate). Reaction conditions: temperature 176 fahrenheit. Product: C1(=CC=CC=C1)O (phenol), C(CCCCCCC\C=C/CCCCCCCC)(=O)[O-].[Sr+2].C(CCCCCCC\C=C/CCCCCCCC)(=O)[O-].C([O-])([O-])=O (Strontium Oleate Carbonate). Yield: 14.0%. Reaction SMILES: [C:1]([OH:20])(=[O:19])[CH2:2][CH2:3][CH2:4][CH2:5][CH2:6][CH2:7][CH2:8]/[CH:9]=[CH:10]\[CH2:11][CH2:12][CH2:13][CH2:14][CH2:15][CH2:16][CH2:17][CH3:18].C([OH:31])CCCCCCC(C)C.CCCCOCCOCCO.C(O)COCCOCCO.O.O.O.O.O.O.O.O.[OH-].[Sr+2:62].[OH-]>>[C:1]1([OH:20])[CH:2]=[CH:3][CH:4]=[CH:5][CH:6]=1.[C:1]([O-:20])(=[O:19])[CH2:2][CH2:3][CH2:4][CH2:5][CH2:6][CH2:7][CH2:8]/[CH:9]=[CH:10]\[CH2:11][CH2:12][CH2:13][CH2:14][CH2:15][CH2:16][CH2:17][CH3:18].[Sr+2:62].[C:1]([O-:20])(=[O:19])[CH2:2][CH2:3][CH2:4][CH2:5][CH2:6][CH2:7][CH2:8]/[CH:9]=[CH:10]\[CH2:11][CH2:12][CH2:13][CH2:14][CH2:15][CH2:16][CH2:17][CH3:18].[C:1](=[O:19])([O-:31])[O-:20] |f:4.5.6.7.8.9.10.11.12.13.14,16.17.18.19|. Procedure details: A phenol-free strontium oleate/carbonate containing about 14% strontium was prepared by the following procedure. A mixture of 413 g of oleic acid, 600 g of Shellflex™ 6111 light mineral oil, 300 g of isodecyl alcohol, 40 g of butyl carbitol, and 4 g of triethylene glycol was heated to 176° F., and 1000 g of strontium hydroxide octahydrate was added. The reaction mixture was heated to 275° F. over a 2.5-hour period, while removing 550 g of water via a Dean-Stark trap with the aid of a nitrogen sp... Starting materials: Cn1ccc2cc(B(O)O)ccc21, Cc1ccccc1, CCOC(C)=O, CS(=O)(=O)c1nc2cc(I)c(Cl)cc2[nH]1, [K+], [K+], O=C([O-])[O-], O. Yields the product Cn1ccc2cc(-c3cc4nc(S(C)(=O)=O)[nH]c4cc3Cl)ccc21. RXN SMILES: [CH3:22][n:23]1[cH:24][cH:25][c:26]2[cH:27][c:28]([B:32]([OH:33])[OH:34])[cH:29][cH:30][c:31]12.[CH3:35][c:36]1[cH:37][cH:38][cH:39][cH:40][cH:41]1.[CH3:43][CH2:44][O:45][C:46]([CH3:47])=[O:48].[Cl:1][c:2]1[c:3]([I:15])[cH:4][c:5]2[c:6]([nH:7][c:8]([S:10](=[O:11])(=[O:12])[CH3:13])[n:9]2)[cH:14]1.[K+:16].[K+:17].[O-:18][C:19]([O-:20])=[O:21].[OH2:42]>>[Cl:1][c:2]1[c:3](-[c:28]2[cH:27][c:26]3[cH:25][cH:24][n:23]([CH3:22])[c:31]3[cH:30][cH:29]2)[cH:4][c:5]2[c:6]([nH:7][c:8]([S:10](=[O:11])(=[O:12])[CH3:13])[n:9]2)[cH:14]1.